This data is from the Open Reaction Database (ORD), a public repository of structured organic reaction records. The task is: describe an organic reaction: reactants, conditions, products, and yield Starting materials: ClC(=O)OCC (ethyl chloroformate), ClC=1C=CC(=C(C1)C1C(N(C(O1)=O)C(N(C)C)=O)=O)OC (5-(5-chloro-2-methoxyphenyl)-3-dimethylcarbamoyloxazoldine-2,4-dione), CN(C(=O)Cl)C (dimethylcarbamoyl chloride), ClC=1C=CC(=C(C1)C1C(NC(O1)=O)=O)OC.[Na] (sodium 5-(5-chloro-2-methoxyphenyl)oxazolidine-2,4-dione). Yields the product ClC=1C=CC(=C(C1)C1C(N(C(O1)=O)C(=O)OCC)=O)OC (5-(5-Chloro-2-methoxyphenyl)-3-ethoxycarbonyloxazolidine-2,4-dione). RXN SMILES: Cl[C:2]([O:4][CH2:5][CH3:6])=[O:3].CN(C)C(Cl)=O.[Cl:13][C:14]1[CH:15]=[CH:16][C:17]([O:27][CH3:28])=[C:18]([CH:20]2[O:24][C:23](=[O:25])[NH:22][C:21]2=[O:26])[CH:19]=1.[Na].ClC1C=CC(OC)=C(C2OC(=O)N(C(=O)N(C)C)C2=O)C=1>>[Cl:13][C:14]1[CH:15]=[CH:16][C:17]([O:27][CH3:28])=[C:18]([CH:20]2[O:24][C:23](=[O:25])[N:22]([C:2]([O:4][CH2:5][CH3:6])=[O:3])[C:21]2=[O:26])[CH:19]=1 |f:2.3,^1:28|. Reported procedure: By the same method, but replacing ethyl chloroformate with an equivalent amount of dimethylcarbamoyl chloride, sodium 5-(5-chloro-2-methoxyphenyl)oxazolidine-2,4-dione is converted to 5-(5-chloro-2-methoxyphenyl)-3-dimethylcarbamoyloxazoldine-2,4-dione.